From a dataset of the Open Reaction Database (ORD), a public repository of structured organic reaction records. describe an organic reaction: reactants, conditions, products, and yield Starting materials: ClCC1=C(C(=O)Cl)C=CC=C1 (2-chloromethylbenzoyl chloride), [C-]#N.[Na+] (sodium cyanide), cuprous iodide. The reagents and catalysts are N1=CC=CC2=CC=CC=C12 (quinoline). Solvent: CCOCC (ether), C(C)#N (acetonitrile), C(C)#N (acetonitrile). Run at temperature 60 celsius. Yields the product ClCC1=C(C=CC=C1)C(C#N)=O (2-(2-chloromethylphenyl)-2-oxoacetonitrile). Isolated yield 97.5%. RXN SMILES: [C-:1]#[N:2].[Na+].[Cl:4][CH2:5][C:6]1[CH:14]=[CH:13][CH:12]=[CH:11][C:7]=1[C:8](Cl)=[O:9]>C(#N)C.CCOCC.N1C2C(=CC=CC=2)C=CC=1>[Cl:4][CH2:5][C:6]1[CH:14]=[CH:13][CH:12]=[CH:11][C:7]=1[C:8](=[O:9])[C:1]#[N:2] |f:0.1|. Procedure details: A mixture of acetonitrile (100 ml), 95% sodium cyanide (6.19 g), 95% cuprous iodide (2.00 g) and quinoline (0.13 g) was stirred at 60° C. A solution of 2-chloromethylbenzoyl chloride (19.0 g) in acetonitrile (100 ml) was added dropwise to the reaction mixture over 3 hours. After completion of the addition, the mixture was stirred at 60° C. for 5 hours. After the reaction mixture was cooled by allowing it to stand, the reaction mixture was diluted with ether, and washed successively with water, a... Reactants: CCC#CCCC1COC(C)(C)O1, [Pd], c1ccc2ncccc2c1. Yields the product CCC=CCCC1COC(C)(C)O1. As a reaction SMILES: [CH2:1]([CH2:2][C:3]#[C:4][CH2:5][CH3:6])[CH:7]1[O:8][C:9]([CH3:12])([CH3:13])[O:10][CH2:11]1.[Pd:24].[cH:14]1[cH:15][c:16]2[c:17]([n:18][cH:19][cH:20][cH:21]2)[cH:22][cH:23]1>>[CH2:1]([CH2:2][CH:3]=[CH:4][CH2:5][CH3:6])[CH:7]1[O:8][C:9]([CH3:12])([CH3:13])[O:10][CH2:11]1. The reactants are N1=CC=C(C2=CC=CC=C12)O (quinolin-4-ol), [N+](=O)(O)[O-] (Nitric acid). Run in C(CC)(=O)O (propionic acid), C(C)O (ethanol), C(C)O (ethanol). Reaction conditions: temperature 125 celsius. Product: [N+](=O)([O-])C=1C=NC2=CC=CC=C2C1O (3-nitro-quinoline-4-ol). As a reaction SMILES: [N:1]1[C:10]2[C:5](=[CH:6][CH:7]=[CH:8][CH:9]=2)[C:4]([OH:11])=[CH:3][CH:2]=1.[N+:12]([O-])([OH:14])=[O:13]>C(O)(=O)CC.C(O)C>[N+:12]([C:3]1[CH:2]=[N:1][C:10]2[C:5]([C:4]=1[OH:11])=[CH:6][CH:7]=[CH:8][CH:9]=2)([O-:14])=[O:13]. Procedure details: A mixture of quinolin-4-ol (1 eq.) in propionic acid was heated to 125° C. with stirring. Nitric acid (2.2 eq.) was added drop wise to the stirred solution while maintaining the reaction mixture temperature at 125° C. Reaction was stirred at 125° C. for 15 min. and cooled to ambient temperature. The reaction was diluted with ethanol and solid was collected by vacuum filtration. Solid was washed successively with ethanol, water and ethanol. Resulting yellow solid was heated in refluxing ethanol a... The reactants are ClC1=CC2=C(NC(CN=C2C2=C(C=CC=C2)[N+](=O)[O-])=S)S1 (7-chloro-1,3-dihydro-5-(o-nitrophenyl)-2H-thieno[2,3-e]-1,4-diazepine-2-thione), C(C)(=O)NN (acetic acid hydrazide). Run in C(CCC)O (n-butanol). Yields the product ClC1=CC=2C(=NCC=3N(C2S1)C(=NN3)C)C3=C(C=CC=C3)[N+](=O)[O-] (2-chloro-9-methyl-4-(o-nitrophenyl)-6H-thieno[3,2-f]-s-triazolo[4,3-a][1,4]diazepine). As a reaction SMILES: [Cl:1][C:2]1[S:21][C:5]2[NH:6][C:7](=S)[CH2:8][N:9]=[C:10]([C:11]3[CH:16]=[CH:15][CH:14]=[CH:13][C:12]=3[N+:17]([O-:19])=[O:18])[C:4]=2[CH:3]=1.[C:22]([NH:25][NH2:26])(=O)[CH3:23]>C(O)CCC>[Cl:1][C:2]1[S:21][C:5]2[N:6]3[C:22]([CH3:23])=[N:25][N:26]=[C:7]3[CH2:8][N:9]=[C:10]([C:11]3[CH:16]=[CH:15][CH:14]=[CH:13][C:12]=3[N+:17]([O-:19])=[O:18])[C:4]=2[CH:3]=1. Reported procedure: 0.2 g of 7-chloro-1,3-dihydro-5-(o-nitrophenyl)-2H-thieno[2,3-e]-1,4-diazepine-2-thione are heated to reflux for 5 hours under a nitrogen atmosphere with 0.2 g of acetic acid hydrazide in 30 ml of n-butanol. After evaporation of the solvent, the product is taken up in methylene chloride and extracted several times with 1-N hydrochloric acid, the organic phase being treated portionwise with ether such that it comes to the surface in the separating funnel. After neutralization of the aqueous phase...